describe an organic reaction: reactants, conditions, products, and yield From a dataset of the Open Reaction Database (ORD), a public repository of structured organic reaction records. Reactants: CN1CCCC1=O, N#Cc1ccnc(Cl)c1, c1c[nH]cn1. The product is N#Cc1ccnc(-n2ccnc2)c1. Reaction SMILES: [CH3:15][N:16]1[CH2:17][CH2:18][CH2:19][C:20]1=[O:21].[Cl:1][c:2]1[n:3][cH:4][cH:5][c:6]([C:8]#[N:9])[cH:7]1.[nH:10]1[cH:11][n:12][cH:13][cH:14]1>>[c:2]1(-[n:10]2[cH:11][n:12][cH:13][cH:14]2)[n:3][cH:4][cH:5][c:6]([C:8]#[N:9])[cH:7]1.